From a dataset of the Open Reaction Database (ORD), a public repository of structured organic reaction records. describe an organic reaction: reactants, conditions, products, and yield Reactants: [OH-].[Na+] (sodium hydroxide), S(=O)(=O)([O-])[O-].[Mg+2] (Magnesium sulphate), COC(CC1CN(CC1)CCOCCN1C2=C(CCC3=C1C=CC=C3)C=CC=C2)=O (N-(2-(2 -(10,11-dihydro-5H-dibenz[b,f]azepin-5-yl)ethoxy)ethyl)-3-pyrrolidineacetic acid methyl ester), Cl (hydrochloric acid). Solvent: C(C)O (ethanol), ClCCl (Dichloromethane). Reaction conditions: time 16 hour. Yields the product Cl.C1=CC=CC=2N(C3=C(CCC21)C=CC=C3)CCOCCN3CC(CC3)CC(=O)O (N-(2-(2-(10,11-Dihydro-5H-dibenz[b,f]azepin-5-yl)ethoxy)ethyl)-3-pyrrolidineacetic acid hydrochloride). Reaction SMILES: C[O:2][C:3](=[O:30])[CH2:4][CH:5]1[CH2:9][CH2:8][N:7]([CH2:10][CH2:11][O:12][CH2:13][CH2:14][N:15]2[C:21]3[CH:22]=[CH:23][CH:24]=[CH:25][C:20]=3[CH2:19][CH2:18][C:17]3[CH:26]=[CH:27][CH:28]=[CH:29][C:16]2=3)[CH2:6]1.[OH-].[Na+].[ClH:33].S([O-])([O-])(=O)=O.[Mg+2]>C(O)C.ClCCl>[ClH:33].[CH:26]1[C:17]2[CH2:18][CH2:19][C:20]3[CH:25]=[CH:24][CH:23]=[CH:22][C:21]=3[N:15]([CH2:14][CH2:13][O:12][CH2:11][CH2:10][N:7]3[CH2:8][CH2:9][CH:5]([CH2:4][C:3]([OH:30])=[O:2])[CH2:6]3)[C:16]=2[CH:29]=[CH:28][CH:27]=1 |f:1.2,4.5,8.9|. Procedure details: The above ester (1.0 g, 2.5 mmol) was dissolved in ethanol (25 ml) and a 2 N aqueous sodium hydroxide solution (4.9 ml) was added. The mixture was stirred at room temperature for 16 h. The solvent was evaporated in vacuo to give an oily residue. Dichloromethane (100 ml) was added and the mixture was cooled on an ice-bath. A concentrated hydrochloric acid solution (1 ml) was added dropwise. The mixture was stirred vigorously for 15 minutes at approx. 10° C. Magnesium sulphate was added and the mi... Starting materials: C1(CC1)SC1=CC=C(C=C1)C(=O)C1=NC(=C(C=C1)C)OC ([4-(cyclopropylsulfanyl)phenyl](6-methoxy-5-methylpyridin-2-yl)methanone), [Si](C)(C)(C(C)(C)C)OCC1(CC1)CS(=O)(=O)C1=NN=NN1C1=CC=CC=C1 (5-({[1-({[tert-butyl(dimethyl)silyl]oxy}methyl)cyclopropyl]methyl}sulfonyl)-1-phenyl-1H-tetrazole). The product is C1(=CC=CC=C1)N1N=NN=C1S(=O)(=O)CC1COCC1 (1-phenyl-5-[(tetrahydrofuran-3-ylmethyl)sulfonyl]-1H-tetrazole). As a reaction SMILES: C1(SC2C=CC(C(C3C=CC(C)=C(OC)N=3)=O)=CC=2)CC1.[Si]([O:29][CH2:30][C:31]1([CH2:34][S:35]([C:38]2[N:42]([C:43]3[CH:48]=[CH:47][CH:46]=[CH:45][CH:44]=3)[N:41]=[N:40][N:39]=2)(=[O:37])=[O:36])[CH2:33][CH2:32]1)(C(C)(C)C)(C)C>>[C:43]1([N:42]2[C:38]([S:35]([CH2:34][CH:31]3[CH2:32][CH2:33][O:29][CH2:30]3)(=[O:37])=[O:36])=[N:39][N:40]=[N:41]2)[CH:48]=[CH:47][CH:46]=[CH:45][CH:44]=1. Reported procedure: The title compound was obtained as a pale yellow solid (3.2 mg, 1% (three steps)) by performing substantially the same reaction as in Examples 1-47(1), 1-2 and 1-1(2) sequentially except for using [4-(cyclopropylsulfanyl)phenyl](6-methoxy-5-methylpyridin-2-yl)methanone obtained in Reference Example 1-37 and using 5-({[1-({[tert-butyl(dimethyl)silyl]oxy}methyl)cyclopropyl]methyl}sulfonyl)-1-phenyl-1H-tetrazole obtained in Reference Example 3-13 in place of 1-phenyl-5-[(tetrahydrofuran-3-ylmethyl)... Starting materials: c1nc(NC2CC2)c2nc[nH]c2n1, c1nc2nc(NC3CC3)ncc2[nH]1, O=c1ccn(C2OC(CO)C(O)C2F)c(=O)[nH]1, [K+], [K+], [K+], [K+], [K+], [N-]=[N+]=[N-], [NH4+], [OH-], [OH-], O=P([O-])([O-])[O-]. Yields the product OCC1OC(n2cnc3c(NC4CC4)ncnc32)C(F)C1O. RXN SMILES: [CH:1]1([NH:4][c:5]2[c:6]3[n:7][cH:8][nH:9][c:10]3[n:11][cH:12][n:13]2)[CH2:2][CH2:3]1.[CH:37]1([NH:38][c:39]2[n:40][c:41]3[c:42]([nH:43][cH:44][n:45]3)[cH:46][n:47]2)[CH2:48][CH2:49]1.[F:14][CH:15]1[CH:16]([n:23]2[cH:24][cH:25][c:26](=[O:27])[nH:28][c:29]2=[O:30])[O:17][CH:18]([CH2:21][OH:22])[CH:19]1[OH:20].[K+:34].[K+:36].[K+:57].[K+:58].[K+:59].[N-:31]=[N+:32]=[N-:33].[NH4+:51].[OH-:35].[OH-:50].[P:52]([O-:53])([O-:54])([O-:55])=[O:56]>>[CH:1]1([NH:4][c:5]2[c:6]3[n:7][cH:8][n:9]([CH:16]4[CH:15]([F:14])[CH:19]([OH:20])[CH:18]([CH2:21][OH:22])[O:17]4)[c:10]3[n:11][cH:12][n:13]2)[CH2:2][CH2:3]1. Starting materials: [Br-], N#Cc1ccc(C2CCC(C3CCC(C=O)CC3)CC2)cc1, C1CCOC1, CC(C)(C)[O-], FCCC[P+](c1ccccc1)(c1ccccc1)c1ccccc1, [K+]. Product: N#Cc1ccc(C2CCC(C3CCC(C=CCCF)CC3)CC2)cc1. Reaction SMILES: [Br-:1].[C:31](#[N:32])[c:33]1[cH:34][cH:35][c:36]([CH:39]2[CH2:40][CH2:41][CH:42]([CH:45]3[CH2:46][CH2:47][CH:48]([CH:51]=[O:52])[CH2:49][CH2:50]3)[CH2:43][CH2:44]2)[cH:37][cH:38]1.[CH2:53]1[O:54][CH2:55][CH2:56][CH2:57]1.[CH3:25][C:26]([CH3:27])([O-:28])[CH3:29].[F:2][CH2:3][CH2:4][CH2:5][P+:6]([c:7]1[cH:8][cH:9][cH:10][cH:11][cH:12]1)([c:13]1[cH:14][cH:15][cH:16][cH:17][cH:18]1)[c:19]1[cH:20][cH:21][cH:22][cH:23][cH:24]1.[K+:30]>>[F:2][CH2:3][CH2:4][CH:5]=[CH:51][CH:48]1[CH2:47][CH2:46][CH:45]([CH:42]2[CH2:41][CH2:40][CH:39]([c:36]3[cH:35][cH:34][c:33]([C:31]#[N:32])[cH:38][cH:37]3)[CH2:44][CH2:43]2)[CH2:50][CH2:49]1. Starting materials: FC1=C(C=CC(=C1)B1OC(C(O1)(C)C)(C)C)C=1N=CC(=NC1)N (5-(2-fluoro-4-(4,4,5,5-tetramethyl-1,3,2-dioxaborolan-2-yl)phenyl)pyrazin-2-amine), BrC1=C(C=CC=C1)S(=O)(=O)N1CC(C(C1)O)N1CCCC1 (Racemic-1′-((2-bromophenyl)sulfonyl)-[1,3′-bipyrrolidin]-4′-ol). Yields the product NC=1N=CC(=NC1)C1=C(C=C(C=C1)C1=C(C=CC=C1)S(=O)(=O)N1CC(C(C1)O)N1CCCC1)F (Racemic-1′-{[4′-(5-Aminopyrazin-2-yl)-3′-fluorobiphenyl-2-yl]sulfonyl}-1,3′-bipyrrolidin-4′-ol). RXN SMILES: [F:1][C:2]1[CH:7]=[C:6](B2OC(C)(C)C(C)(C)O2)[CH:5]=[CH:4][C:3]=1[C:17]1[N:18]=[CH:19][C:20]([NH2:23])=[N:21][CH:22]=1.Br[C:25]1[CH:30]=[CH:29][CH:28]=[CH:27][C:26]=1[S:31]([N:34]1[CH2:38][CH:37]([OH:39])[CH:36]([N:40]2[CH2:44][CH2:43][CH2:42][CH2:41]2)[CH2:35]1)(=[O:33])=[O:32]>>[NH2:23][C:20]1[N:21]=[CH:22][C:17]([C:3]2[CH:4]=[CH:5][C:6]([C:25]3[CH:30]=[CH:29][CH:28]=[CH:27][C:26]=3[S:31]([N:34]3[CH2:38][CH:37]([OH:39])[CH:36]([N:40]4[CH2:44][CH2:43][CH2:42][CH2:41]4)[CH2:35]3)(=[O:33])=[O:32])=[CH:7][C:2]=2[F:1])=[N:18][CH:19]=1. Reported procedure: The title compound was prepared in a manner similar to that described in Example 571 using 5-(2-fluoro-4-(4,4,5,5-tetramethyl-1,3,2-dioxaborolan-2-yl)phenyl)pyrazin-2-amine and Racemic-1′-((2-bromophenyl)sulfonyl)-[1,3′-bipyrrolidin]-4′-ol in Step B. MS (ESI): mass calcd. for C24H26FN5O3S, 483.17; m/z found, 484.2 [M+H]+. 1H NMR (500 MHz, CDCl3) δ 8.60-8.57 (m, 1H), 8.15 (d, J=6.8, 1H), 8.11 (d, J=1.5, 1H), 7.97 (m, 1H), 7.61 (dd, J=7.5, 6.1, 1H), 7.55-7.49 (m, 1H), 7.38-7.28 (m, 3H), 4.68 (s, 2... Starting materials: FC(OC1=CC=C2C=CC(=NC2=C1)COC1=CC2=C(OCC3=C(C2O)C=CC=C3)C=C1)F (2-(7-Difluoromethoxyquinolin-2-yl)methoxy-11-hydroxy-6,11-dihydrodibenz[b,e]oxepine), SCCC(=O)O (3-mercaptopropionic acid). Yields the product C(=O)(O)CCSC1C2=C(OCC3=C1C=CC=C3)C=CC(=C2)OCC2=NC3=CC(=CC=C3C=C2)OC(F)F (11-(2-Carboxyethylthio)-2-(7-difluoromethoxyquinolin-2-yl)methoxy-6,11-dihydrodibenz[b,e]oxepine). Reaction SMILES: [F:1][CH:2]([F:32])[O:3][C:4]1[CH:13]=[C:12]2[C:7]([CH:8]=[CH:9][C:10]([CH2:14][O:15][C:16]3[CH:31]=[CH:30][C:19]4[O:20][CH2:21][C:22]5[CH:29]=[CH:28][CH:27]=[CH:26][C:23]=5[CH:24](O)[C:18]=4[CH:17]=3)=[N:11]2)=[CH:6][CH:5]=1.[SH:33][CH2:34][CH2:35][C:36]([OH:38])=[O:37]>>[C:36]([CH2:35][CH2:34][S:33][CH:24]1[C:23]2[CH:26]=[CH:27][CH:28]=[CH:29][C:22]=2[CH2:21][O:20][C:19]2[CH:30]=[CH:31][C:16]([O:15][CH2:14][C:10]3[CH:9]=[CH:8][C:7]4[C:12](=[CH:13][C:4]([O:3][CH:2]([F:32])[F:1])=[CH:5][CH:6]=4)[N:11]=3)=[CH:17][C:18]1=2)([OH:38])=[O:37]. Procedure details: 2-(7-Difluoromethoxyquinolin-2-yl)methoxy-11-hydroxy-6,11-dihydrodibenz[b,e]oxepine and 3-mercaptopropionic acid were used and reacted in the same manner as in Example 1 to obtain the title compound. RXN SMILES: Br[C:2]1[CH:11]=[CH:10][C:5]2[O:6][CH2:7][CH2:8][O:9][C:4]=2[CH:3]=1.C([Li])CCC.[CH3:17][O:18][C:19]1[CH:20]=[C:21]([CH:24]=[CH:25][CH:26]=1)[CH:22]=[O:23].C(O)(C)C>C1COCC1.O>[O:6]1[C:5]2[CH:10]=[CH:11][C:2]([CH:22]([C:21]3[CH:24]=[CH:25][CH:26]=[C:19]([O:18][CH3:17])[CH:20]=3)[OH:23])=[CH:3][C:4]=2[O:9][CH2:8][CH2:7]1. Run in C1CCOC1 (THF), O (water). Conditions: temperature -78 celsius, time 20 minute. The product is O1CCOC2=C1C=CC(=C2)C(O)C2=CC(=CC=C2)OC ((2,3-dihydro-benzo[1,4]dioxin-6-yl)-(3-methoxy-phenyl)-methanol). Procedure: A stirred mixture of 6-bromo-2,3-dihydro-benzo[1,4]dioxine (1.59 g, 7.4 mmol) and dry TRF (10 mL) was cooled to −78° C., evacuated and refilled with nitrogen for 10 cycles. To this clear solution was slowly added n-butyllithium (3.0 mL, 7.4 mmol) and stirred for 20 min. Then a mixture of 3-methoxy-benzaldehyde (0.92 g, 6.7 mmol) in dry THF (10 mL) was added and stirred for 1 hour at −78° C. The mixture was quenched with isopropanol (3.1 mL, 40 mmol) and added water (10 mL). The mixture was extra... The reactants are BrC1=CC2=C(OCCO2)C=C1 (6-bromo-2,3-dihydro-benzo[1,4]dioxine), C(C)(C)O (isopropanol), C(CCC)[Li] (n-butyllithium), COC=1C=C(C=O)C=CC1 (3-methoxy-benzaldehyde).